Dataset: the Open Reaction Database (ORD), a public repository of structured organic reaction records. Task: describe an organic reaction: reactants, conditions, products, and yield The reactants are [Br-], O=C([O-])[O-], CC(C)=O, CCCC[N+](CCCC)(CCCC)CCCC, O=c1c(Cl)c(Cl)cnn1C1CCCCO1, [I-], [K+], [K+], [K+], CC(=O)c1ccccc1O. Product: CC(=O)c1ccccc1Oc1cnn(C2CCCCO2)c(=O)c1Cl. RXN SMILES: [Br-:38].[C:16](=[O:17])([O-:18])[O-:19].[CH3:34][C:35](=[O:36])[CH3:37].[CH3:39][CH2:40][CH2:41][CH2:42][N+:43]([CH2:44][CH2:45][CH2:46][CH3:47])([CH2:48][CH2:49][CH2:50][CH3:51])[CH2:52][CH2:53][CH2:54][CH3:55].[Cl:1][c:2]1[c:3](=[O:15])[n:4]([CH:9]2[O:10][CH2:11][CH2:12][CH2:13][CH2:14]2)[n:5][cH:6][c:7]1[Cl:8].[I-:23].[K+:20].[K+:21].[K+:22].[OH:24][c:25]1[c:26]([C:31]([CH3:32])=[O:33])[cH:27][cH:28][cH:29][cH:30]1>>[Cl:1][c:2]1[c:3](=[O:15])[n:4]([CH:9]2[O:10][CH2:11][CH2:12][CH2:13][CH2:14]2)[n:5][cH:6][c:7]1[O:24][c:25]1[c:26]([C:31]([CH3:32])=[O:33])[cH:27][cH:28][cH:29][cH:30]1. Starting materials: C(C)(=O)NC(C(=O)OCC)C(C)NCC1=CC=CC=C1 (ethyl 2-acetamido-3-benzylaminobutyrate). The solvent is Cl (HCl). Yields the product NC(C(=O)O)C(C)NCC1=CC=CC=C1 (2-amino-3-benzylaminobutyric acid). Reaction SMILES: C([NH:4][CH:5]([CH:11]([NH:13][CH2:14][C:15]1[CH:20]=[CH:19][CH:18]=[CH:17][CH:16]=1)[CH3:12])[C:6]([O:8]CC)=[O:7])(=O)C>Cl>[NH2:4][CH:5]([CH:11]([NH:13][CH2:14][C:15]1[CH:16]=[CH:17][CH:18]=[CH:19][CH:20]=1)[CH3:12])[C:6]([OH:8])=[O:7]. Procedure: Example VII was repeated except that ethyl 2-acetamido-3-benzylaminobutyrate was refluxed in 6M HCl to yield 2-amino-3-benzylaminobutyric acid. Reactants: CC(C#N)(O)C (acetone cyanohydrin), CCOC(=O)/N=N/C(=O)OCC (Diethylazodicarboxylate), BrC1=CC=C(CCO)C=C1 (4-bromo-phenethylalcohol), C1(=CC=CC=C1)P(C1=CC=CC=C1)C1=CC=CC=C1 (triphenylphosphine). Solvent: C(C)OCC (diethyl ether), C(C)OCC (diethyl ether). Conditions: time 10 minute. Yields the product BrC1=CC=C(C=C1)CCC#N (3-(4-Bromo-phenyl)-propionitrile). Yield: 97.1%. Reaction SMILES: CCO[C:4](/[N:6]=N/C(OCC)=O)=O.[Br:13][C:14]1[CH:22]=[CH:21][C:17]([CH2:18][CH2:19]O)=[CH:16][CH:15]=1.C1(P(C2C=CC=CC=2)C2C=CC=CC=2)C=CC=CC=1.CC(C)(O)C#N>C(OCC)C>[Br:13][C:14]1[CH:22]=[CH:21][C:17]([CH2:18][CH2:19][C:4]#[N:6])=[CH:16][CH:15]=1. Procedure: Diethylazodicarboxylate (5.2 g) is added dropwise to a solution of 4-bromo-phenethylalcohol (2.01 g), and triphenylphosphine (7.9 g) in diethyl ether (16 mL) at 0° C. The reaction mixture is stirred for 10 minutes and a solution of acetone cyanohydrin (2.6 g) in diethyl ether (10 mL) is added. The clear orange solution is stirred for 5 minutes at 0° C. and then at 25° C. for 12 hours. The reaction mixture is then filtered, and washed with diethyl ether. The filtrate is concentrated under reduced... Starting materials: C1CNCCN1, CNn1cc(C(=O)O)c(=O)c2cc(F)c(F)c(F)c21, Cl, O, c1ccncc1. The product is CNn1cc(C(=O)O)c(=O)c2cc(F)c(N3CCNCC3)c(F)c21. As a reaction SMILES: [CH2:20]1[CH2:21][NH:22][CH2:23][CH2:24][NH:25]1.[CH3:1][NH:2][n:3]1[cH:4][c:5]([C:17](=[O:18])[OH:19])[c:6](=[O:16])[c:7]2[cH:8][c:9]([F:15])[c:10]([F:14])[c:11]([F:13])[c:12]12.[ClH:32].[OH2:33].[cH:26]1[cH:27][cH:28][n:29][cH:30][cH:31]1>>[CH3:1][NH:2][n:3]1[cH:4][c:5]([C:17](=[O:18])[OH:19])[c:6](=[O:16])[c:7]2[cH:8][c:9]([F:15])[c:10]([N:22]3[CH2:21][CH2:20][NH:25][CH2:24][CH2:23]3)[c:11]([F:13])[c:12]12. Starting materials: CCOC(=O)/N=N/C(=O)OCC (DEAD), C(C)(C)(C)OC(N[C@@H](CC(CCOCC1=CC=CC=C1)(C)C)CO)=O (((S)-5-benzyloxy-1-hydroxymethyl-3,-3-dimethyl-pentyl)-carbamic acid tert-butyl ester), C1(C=2C(C(N1)=O)=CC=CC2)=O (phthalimide), C1(=CC=CC=C1)P(C1=CC=CC=C1)C1=CC=CC=C1 (triphenylphosphine). Run in C1CCOC1 (THF). Run at time 3 day. Yields the product C(C)(C)(C)OC(N[C@@H](CC(CCOCC1=CC=CC=C1)(C)C)CN1C(C2=CC=CC=C2C1=O)=O)=O ([(S)-5-benzyloxy-1-(1,3-dioxo-1,3-dihydro-isoindol-2-ylmethyl)-3,3-dimethyl-pentyl]-carbamic acid tert-butyl ester). Reaction SMILES: CCOC(/N=N/C(OCC)=O)=O.[C:13]([O:17][C:18](=[O:37])[NH:19][C@H:20]([CH2:35]O)[CH2:21][C:22]([CH3:34])([CH3:33])[CH2:23][CH2:24][O:25][CH2:26][C:27]1[CH:32]=[CH:31][CH:30]=[CH:29][CH:28]=1)([CH3:16])([CH3:15])[CH3:14].[C:38]1(=[O:48])[NH:42][C:41](=[O:43])[C:40]2=[CH:44][CH:45]=[CH:46][CH:47]=[C:39]12.C1(P(C2C=CC=CC=2)C2C=CC=CC=2)C=CC=CC=1>C1COCC1>[C:13]([O:17][C:18](=[O:37])[NH:19][C@H:20]([CH2:35][N:42]1[C:38](=[O:48])[C:39]2[C:40](=[CH:44][CH:45]=[CH:46][CH:47]=2)[C:41]1=[O:43])[CH2:21][C:22]([CH3:34])([CH3:33])[CH2:23][CH2:24][O:25][CH2:26][C:27]1[CH:32]=[CH:31][CH:30]=[CH:29][CH:28]=1)([CH3:16])([CH3:15])[CH3:14]. Procedure: DEAD (4.49 ml, 28 mmol) is added to a stirred suspension of ((S)-5-benzyloxy-1-hydroxymethyl-3,-3-dimethyl-pentyl)-carbamic acid tert-butyl ester (prepared as described in EP 0702004 A2, Rueger et al., 10 g, 0.028 mmol), phthalimide (4.19 g, 0.028 mmol) and PS-triphenylphosphine (29.8 g, 56 mmol) in THF (500 ml), and the resulting reaction is stirred at room temperature for 3 days. The reaction is filtered to remove the PS-triphenylphosphine resin and the resin is washed with EtOAc (2×50 ml). Th... Reactants: C(C)OC(=O)CNC(COC1=CC=C(C=C1)C=O)=O (N-(ethoxycarbonylmethyl)-2-(4-formylphenoxy)acetamide), Cl (hydrochloric acid). The solvent is C(C)O (ethanol). Reaction conditions: time 30 minute. Product: C(C)OC(=O)CNC(COC1=CC=C(C=C1)CO)=O (N-(ethoxycarbonylmethyl)-2-(4-hydroxymethylphenoxy)acetamide). Isolated yield 86.9%. RXN SMILES: [CH2:1]([O:3][C:4]([CH2:6][NH:7][C:8](=[O:19])[CH2:9][O:10][C:11]1[CH:16]=[CH:15][C:14]([CH:17]=[O:18])=[CH:13][CH:12]=1)=[O:5])[CH3:2].Cl>C(O)C>[CH2:1]([O:3][C:4]([CH2:6][NH:7][C:8](=[O:19])[CH2:9][O:10][C:11]1[CH:12]=[CH:13][C:14]([CH2:17][OH:18])=[CH:15][CH:16]=1)=[O:5])[CH3:2]. Procedure: To a mixture of N-(ethoxycarbonylmethyl)-2-(4-formylphenoxy)acetamide (4.6 g) and ethanol (150 ml) was added under ice cooling sodim borohydride (0.25 g), and the mixture was stirred at room temperature for 30 minutes. To the reaction mixture was added 3% hydrochloric acid, and the mixture was extracted with ethyl acetate. The ethyl acetate layer was washed with a saturated aqueous sodium chloride solution and dried over anhydrous magnesium sulfate. Evaporation of the solvent under reduced press...